Dataset: the Open Reaction Database (ORD), a public repository of structured organic reaction records. Task: describe an organic reaction: reactants, conditions, products, and yield Yields the product FC1=CC=C(OC=2C=NC(=NC2)C(C)N)C=C1 (1-(5-(4-fluorophenoxyl)pyrimidin-2-yl)ethanamine). The yield is 94.3%. Reported procedure: 1-(5-(4-fluorophenoxyl)pyrimidin-2-yl)ethanone (290 mg, 1.25 mmol), NH4OAc (1.9 g, 24.6 mmol), and NaBH3CN (314 mg, 5.00 mmol) were taken up in 20 mL 200 proof EtOH, and heated at 130 C for 3 minutes in a microwave apparatus. The mixture was concentrated to remove the EtOH. Crude was taken up in 30 ml water+25 mL EtOAc. 6N NaOH was added until aqueous pH was ˜10. Separated layers, and extracted aqueous with EtOAc (25 ml). The combined organic layer was washed with 25 mL brine and dried with Na2S... As a reaction SMILES: [F:1][C:2]1[CH:17]=[CH:16][C:5]([O:6][C:7]2[CH:8]=[N:9][C:10]([C:13](=O)[CH3:14])=[N:11][CH:12]=2)=[CH:4][CH:3]=1.[BH3-]C#[N:20].[Na+]>CCO>[F:1][C:2]1[CH:17]=[CH:16][C:5]([O:6][C:7]2[CH:8]=[N:9][C:10]([CH:13]([NH2:20])[CH3:14])=[N:11][CH:12]=2)=[CH:4][CH:3]=1 |f:1.2|. The reactants are FC1=CC=C(OC=2C=NC(=NC2)C(C)=O)C=C1 (1-(5-(4-fluorophenoxyl)pyrimidin-2-yl)ethanone), NH4OAc, [BH3-]C#N.[Na+] (NaBH3CN). The solvent is 200, CCO (EtOH). Reaction conditions: temperature 55 celsius, time 1 hour. Isolated yield 73.0%. Run in O (water). RXN SMILES: [Cl:1][S:2]([OH:5])(=O)=[O:3].[CH3:6][C:7]1[CH:15]=[CH:14][CH:13]=[C:12]([CH3:16])[C:8]=1[C:9]([OH:11])=[O:10]>O>[CH3:6][C:7]1[C:15]([S:2]([Cl:1])(=[O:5])=[O:3])=[CH:14][CH:13]=[C:12]([CH3:16])[C:8]=1[C:9]([OH:11])=[O:10]. The reactants are ClS(=O)(=O)O (chlorosulfonic acid), CC1=C(C(=O)O)C(=CC=C1)C (2,6-dimethylbenzoic acid). Reported procedure: 4 ml of chlorosulfonic acid are added slowly to 1 g (0.067 mol) of 2,6-dimethylbenzoic acid and the reaction mixture is stirred for 1 hour at 55° C. After cooling, the mixture is poured into 100 ml of iced water. The precipitate formed is filtered off, washed with cold water and then dried in a desiccator under vacuum to give 1.22 g of the expected product in the form of a white solid (yield=73%). Product: CC1=C(C(=O)O)C(=CC=C1S(=O)(=O)Cl)C (2,6-Dimethyl-3-(chlorosulfonyl)benzoic acid), solid. Starting materials: ClC1=CC=C(C(=O)Cl)C=C1 (4-Chlorobenzoyl chloride), C(C)OC(CC(C)C)=O (isovaleric acid ethyl ester). Product: C(C)OC(C(C(C)C)C(C1=CC=C(C=C1)Cl)=O)=O (2-(4-Chlorobenzoyl)isovaleric acid ethyl ester). Yield: 82.0%. RXN SMILES: [Cl:1][C:2]1[CH:10]=[CH:9][C:5]([C:6](Cl)=[O:7])=[CH:4][CH:3]=1.[CH2:11]([O:13][C:14](=[O:19])[CH2:15][CH:16]([CH3:18])[CH3:17])[CH3:12]>>[CH2:11]([O:13][C:14](=[O:19])[CH:15]([C:6](=[O:7])[C:5]1[CH:9]=[CH:10][C:2]([Cl:1])=[CH:3][CH:4]=1)[CH:16]([CH3:18])[CH3:17])[CH3:12]. Reported procedure: 4-Chlorobenzoyl chloride (2.5 ml) and isovaleric acid ethyl ester (1.5 ml) were subjected to reaction and post-treatment in a similar manner to that described in Reference example 8(a) to obtain the title compound (2.2 g, 82%) as a colorless oil. Reported procedure: 6-(2-[1,4′]bipiperidinyl-1′-yl-ethoxy)-2-pyrrolo[1,2-c]pyrimidin-3-yl-chromen-4-one oxime, dihydrochloride was prepared in 34% overall yield using the method described in example 87, starting from 6-(2-chloro-ethoxy)-2-pyrrolo[1,2-c]pyrimidin-3-yl-chromen-4-one O-tert-butyl oxime (example 87B) and N-(4-piperidino)piperidine. Product: Cl.Cl.N1(CCCCC1)C1CCN(CC1)CCOC=1C=C2C(C=C(OC2=CC1)C1=CC=2N(C=N1)C=CC2)=NO (6-(2-[1,4′]bipiperidinyl-1′-yl-ethoxy)-2-pyrrolo[1,2-c]pyrimidin-3-yl-chromen-4-one oxime, dihydrochloride). Starting materials: C(C)(C)(C)ON=C1C=C(OC2=CC=C(C=C12)OCCCl)C1=CC=2N(C=N1)C=CC2 (6-(2-chloro-ethoxy)-2-pyrrolo[1,2-c]pyrimidin-3-yl-chromen-4-one O-tert-butyl oxime), C1CCN(CC1)C2CCNCC2 (N-(4-piperidino)piperidine). RXN SMILES: C([O:5][N:6]=[C:7]1[C:16]2[C:11](=[CH:12][CH:13]=[C:14]([O:17][CH2:18][CH2:19][Cl:20])[CH:15]=2)[O:10][C:9]([C:21]2[N:26]=[CH:25][N:24]3[CH:27]=[CH:28][CH:29]=[C:23]3[CH:22]=2)=[CH:8]1)(C)(C)C.[CH2:30]1[CH2:35][CH2:34][N:33]([CH:36]2[CH2:41][CH2:40][NH:39][CH2:38][CH2:37]2)[CH2:32][CH2:31]1>>[ClH:20].[ClH:20].[N:33]1([CH:36]2[CH2:41][CH2:40][N:39]([CH2:19][CH2:18][O:17][C:14]3[CH:15]=[C:16]4[C:11](=[CH:12][CH:13]=3)[O:10][C:9]([C:21]3[N:26]=[CH:25][N:24]5[CH:27]=[CH:28][CH:29]=[C:23]5[CH:22]=3)=[CH:8][C:7]4=[N:6][OH:5])[CH2:38][CH2:37]2)[CH2:34][CH2:35][CH2:30][CH2:31][CH2:32]1 |f:2.3.4|. Starting materials: C(C)(C)(C)OC(C[C@H](C(=O)O)CCCC1=CC=CC=C1)=O ((R)-2-[2-(tert-butoxy)-2-oxoethyl]-5-phenylpentanoic acid). Reagents/catalysts: [Rh] (rhodium on carbon). Solvent: CO (methanol). The product is C(C)(C)(C)OC(C[C@H](C(=O)O)CCCC1CCCCC1)=O ((R)-2-[2-(tert-butoxy)-2-oxoethyl]-5-cyclohexylpentanoic acid). Yield: 89.4%. Reaction SMILES: [C:1]([O:5][C:6](=[O:21])[CH2:7][C@@H:8]([CH2:12][CH2:13][CH2:14][C:15]1[CH:20]=[CH:19][CH:18]=[CH:17][CH:16]=1)[C:9]([OH:11])=[O:10])([CH3:4])([CH3:3])[CH3:2]>CO.[Rh]>[C:1]([O:5][C:6](=[O:21])[CH2:7][C@@H:8]([CH2:12][CH2:13][CH2:14][CH:15]1[CH2:16][CH2:17][CH2:18][CH2:19][CH2:20]1)[C:9]([OH:11])=[O:10])([CH3:4])([CH3:2])[CH3:3]. Reported procedure: A solution of (R)-2-[2-(tert-butoxy)-2-oxoethyl]-5-phenylpentanoic acid (2.2 g, 7.5 mmol) and 5% rhodium on carbon (0.22 g) in methanol (220 ml) was stirred at 20-25° C., under hydrogen (10 atmospheres, 150 p.s.i.) for 24 hours and then filtered through celite. The filtrate was concentrated in vacuo to leave the title compound as an oil (2.0 g, 89% yield, 95% pure by NMR). The reactants are BrC1=C(C(=O)O)C=C(C=C1)[N+](=O)[O-] (2-bromo-5-nitrobenzoic acid), C([O-])([O-])=O.[K+].[K+] (potassium carbonate), O (water). Solvent: CN(C)C=O (DMF), C(C1=CC=CC=C1)Br (benzyl bromide). Conditions: time 30 minute. Yields the product C(C1=CC=CC=C1)OC(C1=C(C=CC(=C1)[N+](=O)[O-])Br)=O (2-bromo-5-nitrobenzoic acid benzyl ester). Isolated yield 187.7%. As a reaction SMILES: [Br:1][C:2]1[CH:10]=[CH:9][C:8]([N+:11]([O-:13])=[O:12])=[CH:7][C:3]=1[C:4]([OH:6])=[O:5].C(=O)([O-])[O-].[K+].[K+].O>CN(C=O)C.C(Br)C1C=CC=CC=1>[CH2:4]([O:5][C:4](=[O:6])[C:3]1[CH:7]=[C:8]([N+:11]([O-:13])=[O:12])[CH:9]=[CH:10][C:2]=1[Br:1])[C:3]1[CH:7]=[CH:8][CH:9]=[CH:10][CH:2]=1 |f:1.2.3|. Reported procedure: Under an atmosphere of argon, to a solution of 2-bromo-5-nitrobenzoic acid (5.14 g) in DMF, benzyl bromide (2.73 mL) and potassium carbonate (4.33 g) were added. The mixture was stirred for 30 minutes at room temperature. To the reaction mixture, water was added, and the mixture was extracted with ethyl acetate. The organic layer was washed with water and a saturated aqueous solution of sodium chloride, dried over magnesium sulfate and concentrated. The residue was washed with hexane/ethyl aceta... The reactants are CC1=C(SC2=C1C=CC=C2)S(=O)(=O)Cl (3-methylbenzothiophene-2-sulfonyl chloride), CC1=C(SC2=C1C=CC=C2)S(=O)(=O)Cl (3-methylbenzothiophene-2-sulfonyl chloride), NC=1C=C(C=CC1)C1=NN=NN1 (5-(3-amino-phenyl)tetrazole). The product is CC1=C(SC2=C1C=CC=C2)S(=O)(=O)NC2=CC(=CC=C2)C2=NN=NN2 (3-Methyl-N-[3-(1H-tetrazol-5-yl)phenyl]-1-benzothiophene-2-sulfonamide). Isolated yield 34.0%. As a reaction SMILES: [CH3:1][C:2]1[C:6]2[CH:7]=[CH:8][CH:9]=[CH:10][C:5]=2[S:4][C:3]=1[S:11](Cl)(=[O:13])=[O:12].[NH2:15][C:16]1[CH:17]=[C:18]([C:22]2[NH:26][N:25]=[N:24][N:23]=2)[CH:19]=[CH:20][CH:21]=1>>[CH3:1][C:2]1[C:6]2[CH:7]=[CH:8][CH:9]=[CH:10][C:5]=2[S:4][C:3]=1[S:11]([NH:15][C:16]1[CH:21]=[CH:20][CH:19]=[C:18]([C:22]2[NH:26][N:25]=[N:24][N:23]=2)[CH:17]=1)(=[O:13])=[O:12]. Procedure details: The product was prepared according to General Procedure 1, described in Example 1, starting from 3-methylbenzothiophene-2-sulfonyl chloride (Intermediate 11) (25 mg, 0.10 mmol) and 5-(3-amino-phenyl)tetrazole (33 mg, 0.20 mmol). The title compound was obtained in 34% yield (13.3 mg). MS (ESI+) calcd for C16H13N5O2S2 371.051066, found 371.049276. Reactants: CO, [Na+], [OH-], CN(CCC(=O)N1CCSCC1)C(=O)OC(Cc1ccccc1)C(=O)OCc1ccccc1. The product is CN(CCC(=O)N1CCSCC1)C(=O)OC(Cc1ccccc1)C(=O)O. Reaction SMILES: [CH3:36][OH:37].[Na+:35].[OH-:34].[S:1]1[CH2:2][CH2:3][N:4]([C:7](=[O:8])[CH2:9][CH2:10][N:11]([CH3:12])[C:13](=[O:14])[O:15][CH:16]([C:17](=[O:18])[O:19][CH2:20][c:21]2[cH:22][cH:23][cH:24][cH:25][cH:26]2)[CH2:27][c:28]2[cH:29][cH:30][cH:31][cH:32][cH:33]2)[CH2:5][CH2:6]1>>[S:1]1[CH2:2][CH2:3][N:4]([C:7](=[O:8])[CH2:9][CH2:10][N:11]([CH3:12])[C:13](=[O:14])[O:15][CH:16]([C:17](=[O:18])[OH:19])[CH2:27][c:28]2[cH:29][cH:30][cH:31][cH:32][cH:33]2)[CH2:5][CH2:6]1. Reactants: BrN1C(CCC1=O)=O (N-bromosuccinimide), CS(=O)(=O)C=1C=C(C=CC1)C1=CC=C(C=C1)C1=CC(=NN1CC(=O)OCCN(C)C)C(F)(F)F (2-(dimethylamino)ethyl 2-(5-(3′-(methylsulfonyl)-[1,1′-biphenyl]-4-yl)-3-(trifluoromethyl)-1H-pyrazol-1-yl)acetate). The product is BrC=1C(=NN(C1C1=CC=C(C=C1)C1=CC(=CC=C1)S(=O)(=O)C)CC(=O)OCCN(C)C)C(F)(F)F (2-(dimethylamino)ethyl 2-(4-bromo-5-(3′-(methylsulfonyl)biphenyl-4-yl)-3-(trifluoromethyl)-1H-pyrazol-1-yl)acetate). As a reaction SMILES: [Br:1]N1C(=O)CCC1=O.[CH3:9][S:10]([C:13]1[CH:14]=[C:15]([C:19]2[CH:24]=[CH:23][C:22]([C:25]3[N:29]([CH2:30][C:31]([O:33][CH2:34][CH2:35][N:36]([CH3:38])[CH3:37])=[O:32])[N:28]=[C:27]([C:39]([F:42])([F:41])[F:40])[CH:26]=3)=[CH:21][CH:20]=2)[CH:16]=[CH:17][CH:18]=1)(=[O:12])=[O:11]>>[Br:1][C:26]1[C:27]([C:39]([F:42])([F:41])[F:40])=[N:28][N:29]([CH2:30][C:31]([O:33][CH2:34][CH2:35][N:36]([CH3:38])[CH3:37])=[O:32])[C:25]=1[C:22]1[CH:23]=[CH:24][C:19]([C:15]2[CH:16]=[CH:17][CH:18]=[C:13]([S:10]([CH3:9])(=[O:12])=[O:11])[CH:14]=2)=[CH:20][CH:21]=1. Procedure: Following bromination with N-bromosuccinimide, the title compound 40 is prepared starting from 2-(dimethylamino)ethyl 2-(5-(3′-(methylsulfonyl)biphenyl-4-yl)-3-(trifluoromethyl)-1H-pyrazol-1-yl)acetate 39.